From a dataset of the Open Reaction Database (ORD), a public repository of structured organic reaction records. describe an organic reaction: reactants, conditions, products, and yield The reactants are C(C)(=O)O[BH-](OC(C)=O)OC(C)=O.[Na+] (Sodium triacetoxyborohydride), C(C)(C)(C)OC(=O)N1CCC(CC1)NCC1=C(N=C(S1)C)C (4-{[(2,4-dimethyl-thiazol-5-yl)methyl]-amino}-piperidine-1-carboxylic acid tert-butyl ester), C1(CC1)C=O (cyclopropanecarboxaldehyde), C(C)(=O)O (acetic acid), [OH-].[Na+] (NaOH). Run in ClCCCl (1,2-dichloroethane). Run at time 25 hour. Yields the product C(C)(C)(C)OC(=O)N1CCC(CC1)NC(C1=C(N=C(S1)C)C)CC1CC1 (4-{[cyclopropylmethyl-(2,4-dimethyl-thiazol-5-ylmethyl)]-amino}-piperidine-1-carboxylic acid tert-butyl ester). Yield: 99.4%. RXN SMILES: C(O[BH-](OC(=O)C)OC(=O)C)(=O)C.[Na+].[C:15]([O:19][C:20]([N:22]1[CH2:27][CH2:26][CH:25]([NH:28][CH2:29][C:30]2[S:34][C:33]([CH3:35])=[N:32][C:31]=2[CH3:36])[CH2:24][CH2:23]1)=[O:21])([CH3:18])([CH3:17])[CH3:16].[CH:37]1([CH:40]=O)[CH2:39][CH2:38]1.C(O)(=O)C.[OH-].[Na+]>ClCCCl>[C:15]([O:19][C:20]([N:22]1[CH2:23][CH2:24][CH:25]([NH:28][CH:29]([CH2:40][CH:37]2[CH2:39][CH2:38]2)[C:30]2[S:34][C:33]([CH3:35])=[N:32][C:31]=2[CH3:36])[CH2:26][CH2:27]1)=[O:21])([CH3:18])([CH3:17])[CH3:16] |f:0.1,5.6|. Procedure: Sodium triacetoxyborohydride (1.80 g, 8.49 mmol) is added to a stirred solution of 4-{[(2,4-dimethyl-thiazol-5-yl)methyl]-amino}-piperidine-1-carboxylic acid tert-butyl ester (1.71 g, 5.25 mmol), cyclopropanecarboxaldehyde (0.44 ml, 5.89 mmol), acetic acid (0.32 ml, 5.59 mmol), and 1,2-dichloroethane (35 ml). The reaction is stirred for 25 h at room temperature under nitrogen. The reaction is poured into 2N NaOH (100 ml) and extracted with ethyl acetate (100 ml×3). The ethyl acetate is dried ove... Reactants: O=C(c1ncc[nH]1)c1ncc[nH]1, Cc1c(C(=O)O)cccc1[N+](=O)[O-], CNOC, ClCCl, Cl. Yields the product CON(C)C(=O)c1cccc([N+](=O)[O-])c1C. As a reaction SMILES: [C:1]([c:2]1[nH:3][cH:4][cH:5][n:6]1)([c:7]1[nH:8][cH:9][cH:10][n:11]1)=[O:12].[CH3:13][c:14]1[c:15]([C:16](=[O:17])[OH:18])[cH:19][cH:20][cH:21][c:22]1[N+:23](=[O:24])[O-:25].[CH3:27][NH:28][O:29][CH3:30].[Cl:31][CH2:32][Cl:33].[ClH:26]>>[CH3:13][c:14]1[c:15]([C:16](=[O:17])[N:28]([CH3:27])[O:29][CH3:30])[cH:19][cH:20][cH:21][c:22]1[N+:23](=[O:24])[O-:25].